The task is: describe an organic reaction: reactants, conditions, products, and yield. This data is from the Open Reaction Database (ORD), a public repository of structured organic reaction records. Reactants: [H-].[Na+] (sodium hydride), CC=1NC(N(C1)N=CC=1C=NC=CC1)=O (2,3-dihydro-4-methyl-2-oxo-1-pyrid-3-ylmethyleneamino-1H-imidazole), CN(C=O)C (N,N-dimethylformamide), BrC(CCCOCC)=C=O (1-bromo-4-ethoxy-carbonyl-butane), CN(C=O)C (N,N-dimethylformamide). Conditions: time 30 minute. The product is C(C)OC(=O)CCCCN1C(N(C=C1C)N=CC=1C=NC=CC1)=O (2,3-Dihydro-3-(4-ethoxycarbonylbut-1-yl)-4-methyl-2-oxo-1-pyrid-3-ylmethyleneamino-1H-imidazole). RXN SMILES: [H-].[Na+].[CH3:3][C:4]1[NH:5][C:6](=[O:17])[N:7]([N:9]=[CH:10][C:11]2[CH:12]=[N:13][CH:14]=[CH:15][CH:16]=2)[CH:8]=1.Br[C:19](=[C:26]=O)[CH2:20][CH2:21][CH2:22][O:23][CH2:24][CH3:25].CN(C)C=[O:31]>>[CH2:24]([O:23][C:22]([CH2:21][CH2:20][CH2:19][CH2:26][N:5]1[C:4]([CH3:3])=[CH:8][N:7]([N:9]=[CH:10][C:11]2[CH:12]=[N:13][CH:14]=[CH:15][CH:16]=2)[C:6]1=[O:17])=[O:31])[CH3:25] |f:0.1|. Procedure details: 0.72 g of sodium hydride are added to a suspension of 4.1 g of 2,3-dihydro-4-methyl-2-oxo-1-pyrid-3-ylmethyleneamino-1H-imidazole in 80 ml of N,N-dimethylformamide. The mixture is heated to 50°, treated with a solution of 5.22 g of 1-bromo-4-ethoxy-carbonyl-butane in 20 ml of N,N-dimethylformamide, and stirred for 30 minutes. The N,N-dimethylformamide is then removed on a rotary evaporator. The residue is treated with ethyl acetate, during which process sodium bromide precipitates. The mixture i...